From a dataset of the Open Reaction Database (ORD), a public repository of structured organic reaction records. describe an organic reaction: reactants, conditions, products, and yield Reactants: Cl.Cl.COC([C@@H](N)CC1=CNC=N1)=O (Histidine methyl ester dihydrochloride), C1(CCCC1)C(=O)O (cyclopentane carboxylic acid), C1CCC(CC1)N=C=NC2CCCCC2 (DCCI). Solvent: O1CCOCC1 (dioxane), [OH-].[Na+] (NaOH). Reaction conditions: time 48 hour. Product: N1[C@H](C(=O)O)CCC1.C1(CCCC1)C(=O)N[C@@H](CC1=CNC=N1)C(=O)O (cyclopentoylhistidine proline). Reaction SMILES: Cl.Cl.C[O:4][C:5](=[O:14])[C@H:6]([CH2:8][C:9]1[N:13]=[CH:12][NH:11][CH:10]=1)[NH2:7].[CH:15]1([C:20](O)=[O:21])[CH2:19][CH2:18][CH2:17][CH2:16]1.C1CCC(N=C=NC2CCCCC2)CC1>O1CCOCC1.[OH-].[Na+]>[NH:11]1[CH2:10][CH2:9][CH2:8][C@H:6]1[C:5]([OH:4])=[O:14].[CH:15]1([C:20]([NH:7][C@H:6]([C:5]([OH:4])=[O:14])[CH2:8][C:9]2[N:13]=[CH:12][NH:11][CH:10]=2)=[O:21])[CH2:19][CH2:18][CH2:17][CH2:16]1 |f:0.1.2,6.7,8.9|. Procedure details: To the free base of Histidine methyl ester dihydrochloride, (m.p. 206°-207° C.), 2 mmoles of cyclopentane carboxylic acid and 2.2 mmoles of DCCI were added. The resulting dipeptide was purified by preparatory TLC with CHCl3 /MeOH (7/1) as the stationary phase. An oily residue was obtained, which was then dissolved in dioxane and hydrolyzed by NaOH. After acidification to neutralize and lyophilization, the residue was treated with dry purified methanol and filtered to remove insoluble sodium chlo...